This data is from the Open Reaction Database (ORD), a public repository of structured organic reaction records. The task is: describe an organic reaction: reactants, conditions, products, and yield Starting materials: C1(CCCCC1)N1C(=NC(=CC1=O)C(F)(F)F)SC (3-Cyclohexyl-2-methylthio-6-trifluoromethyl-4(3H)-pyrimidinone), FC(C1=C(N)C=C(C=C1)C(F)(F)F)(F)F (2,5-bis(trifluoromethyl)aniline). The product is FC(C1=C(C=C(C=C1)C(F)(F)F)NC1=NC(=CC(N1C1CCCCC1)=O)C(F)(F)F)(F)F (2-{2,5-bis(trifluoromethyl)phenyl}amino-3-cyclohexyl-6-trifluoromethyl-4(3H)-pyrimidinone). Isolated yield 60.0%. RXN SMILES: [CH:1]1([N:7]2[C:12](=[O:13])[CH:11]=[C:10]([C:14]([F:17])([F:16])[F:15])[N:9]=[C:8]2SC)[CH2:6][CH2:5][CH2:4][CH2:3][CH2:2]1.[F:20][C:21]([F:34])([F:33])[C:22]1[CH:28]=[CH:27][C:26]([C:29]([F:32])([F:31])[F:30])=[CH:25][C:23]=1[NH2:24]>>[F:20][C:21]([F:33])([F:34])[C:22]1[CH:28]=[CH:27][C:26]([C:29]([F:31])([F:32])[F:30])=[CH:25][C:23]=1[NH:24][C:8]1[N:7]([CH:1]2[CH2:6][CH2:5][CH2:4][CH2:3][CH2:2]2)[C:12](=[O:13])[CH:11]=[C:10]([C:14]([F:17])([F:16])[F:15])[N:9]=1. Procedure: 3-Cyclohexyl-2-methylthio-6-trifluoromethyl-4(3H)-pyrimidinone which had been synthesized in accordance with the method of Example 24 was allowed to react with 2,5-bis(trifluoromethyl)aniline, thereby obtaining white solid of 2-{2,5-bis(trifluoromethyl)phenyl}amino-3-cyclohexyl-6-trifluoromethyl-4(3H)-pyrimidinone [Compound No. 64].